From a dataset of the Open Reaction Database (ORD), a public repository of structured organic reaction records. describe an organic reaction: reactants, conditions, products, and yield The reactants are CCOC=Cc1c(C(=O)OC)ncc2c1ccn2Cc1ccc(F)cc1, CO, Cl, NO, [Na+], [OH-]. Yields the product CCOC=Cc1c(C(=O)NO)ncc2c1ccn2Cc1ccc(F)cc1. As a reaction SMILES: [CH2:1]([CH3:2])[O:3][CH:4]=[CH:5][c:6]1[c:7]2[c:8]([cH:9][n:10][c:11]1[C:12](=[O:13])[O:14][CH3:15])[n:16]([CH2:19][c:20]1[cH:21][cH:22][c:23]([F:26])[cH:24][cH:25]1)[cH:17][cH:18]2.[CH3:32][OH:33].[ClH:31].[NH2:27][OH:28].[Na+:30].[OH-:29]>>[CH2:1]([CH3:2])[O:3][CH:4]=[CH:5][c:6]1[c:7]2[c:8]([cH:9][n:10][c:11]1[C:12](=[O:13])[NH:27][OH:28])[n:16]([CH2:19][c:20]1[cH:21][cH:22][c:23]([F:26])[cH:24][cH:25]1)[cH:17][cH:18]2. The reactants are O (water), C(C1=CC=CC=C1)OC(C1=C(N=CC=C1)Cl)=O (2-Chloro-nicotinic acid benzyl ester), C([O-])([O-])=O.[Cs+].[Cs+] (cesium carbonate), IC=1C=C(C=CC1)O (3-iodophenol). The solvent is CN(C=O)C (dimethylformamide). Yields the product C(C1=CC=CC=C1)OC(C1=C(N=CC=C1)OC1=CC(=CC=C1)I)=O (2-(3-Iodo-phenoxy)-nicotinic acid benzyl ester). As a reaction SMILES: [CH2:1]([O:8][C:9](=[O:17])[C:10]1[CH:15]=[CH:14][CH:13]=[N:12][C:11]=1Cl)[C:2]1[CH:7]=[CH:6][CH:5]=[CH:4][CH:3]=1.C(=O)([O-])[O-].[Cs+].[Cs+].[I:24][C:25]1[CH:26]=[C:27]([OH:31])[CH:28]=[CH:29][CH:30]=1.O>CN(C)C=O>[CH2:1]([O:8][C:9](=[O:17])[C:10]1[CH:15]=[CH:14][CH:13]=[N:12][C:11]=1[O:31][C:27]1[CH:28]=[CH:29][CH:30]=[C:25]([I:24])[CH:26]=1)[C:2]1[CH:7]=[CH:6][CH:5]=[CH:4][CH:3]=1 |f:1.2.3|. Procedure details: A solution 2-Chloro-nicotinic acid benzyl ester (1.7 grams, 6.86 mmole), cesium carbonate (4.5 grams, 13.7 mmole) and 3-iodophenol (1.7 grams, 7.54 mmole) in dimethylformamide (20 ml) was stirred for 2 hours at 70-80° C. The mixture was poured into 150 ml water and extracted with diethyl ether. The combined extracts were washed with water and brine, dried over MgSO4, filtered, and concentrated to an oil which was purified via flash chromatography on silica using 30% ethyl acetate/hexane as eluen... Starting materials: C([O-])(O)=O (bicarbonate), crude product, C(C=C)OC(=O)NC1=C(C=CC(=C1)C(C)O)CC(=O)OCC (Ethyl [2-{[(allyloxy)carbonyl]amino}-4-(1-hydroxyethyl)phenyl]acetate), reagent, crude product. Run in [Cl-].[Na+].O (brine), CC(=O)C (acetone). Run at time 30 minute. Product: C(C)(=O)C1=CC(=C(C=C1)CC(=O)OCC)NC(=O)OCC=C (Ethyl (4-acetyl-2-{[(allyloxy)carbonyl]amino}phenyl)acetate). Isolated yield 100.7%. Reaction SMILES: [CH2:1]([O:4][C:5]([NH:7][C:8]1[CH:13]=[C:12]([CH:14]([OH:16])[CH3:15])[CH:11]=[CH:10][C:9]=1[CH2:17][C:18]([O:20][CH2:21][CH3:22])=[O:19])=[O:6])[CH:2]=[CH2:3].C(=O)(O)[O-]>CC(C)=O.[Cl-].[Na+].O>[C:14]([C:12]1[CH:11]=[CH:10][C:9]([CH2:17][C:18]([O:20][CH2:21][CH3:22])=[O:19])=[C:8]([NH:7][C:5]([O:4][CH2:1][CH:2]=[CH2:3])=[O:6])[CH:13]=1)(=[O:16])[CH3:15] |f:3.4.5|. Reported procedure: Ethyl [2-{[(allyloxy)carbonyl]amino}-4-(1-hydroxyethyl)phenyl]acetate (10.3 g) prepared by step e) was dissolved in acetone (30 mL) and thereto was added at room temperature Jons' reagent (10 mL), followed by stirring for 30 minutes. To the reaction solution were added saturated bicarbonate solution (50 mL) and saturated brine (100 mL), and the mixture was extracted with ethyl acetate (3×50 mL). The organic layer was combined, dried over magnesium sulfate, filtered and the solvent was removed in... Starting materials: C([O-])([O-])=O.[Cs+].[Cs+] (cesium carbonate), Cl.C1(=CC=CC=C1)C1=NN=C(C2=CC=CC=C12)NC1=CC=C(C=C1)O (4-(4-phenylphthalazin-1-ylamino)phenol hydrochloride), ClC1=NC=NC=C1I (4-chloro-5-iodopyrimidine). Solvent: O (water), CS(=O)C (DMSO). Reaction conditions: time 1 hour. Yields the product IC=1C(=NC=NC1)OC1=CC=C(C=C1)NC1=NN=C(C2=CC=CC=C12)C1=CC=CC=C1 (N-(4-(5-iodopyrimidin-4-yloxy)phenyl)-4-phenylphthalazin-1-amine). RXN SMILES: C(=O)([O-])[O-].[Cs+].[Cs+].Cl.[C:8]1([C:14]2[C:23]3[C:18](=[CH:19][CH:20]=[CH:21][CH:22]=3)[C:17]([NH:24][C:25]3[CH:30]=[CH:29][C:28]([OH:31])=[CH:27][CH:26]=3)=[N:16][N:15]=2)[CH:13]=[CH:12][CH:11]=[CH:10][CH:9]=1.Cl[C:33]1[C:38]([I:39])=[CH:37][N:36]=[CH:35][N:34]=1>CS(C)=O.O>[I:39][C:38]1[C:33]([O:31][C:28]2[CH:27]=[CH:26][C:25]([NH:24][C:17]3[C:18]4[C:23](=[CH:22][CH:21]=[CH:20][CH:19]=4)[C:14]([C:8]4[CH:9]=[CH:10][CH:11]=[CH:12][CH:13]=4)=[N:15][N:16]=3)=[CH:30][CH:29]=2)=[N:34][CH:35]=[N:36][CH:37]=1 |f:0.1.2,3.4|. Reported procedure: To a brown mixture of cesium carbonate (2.79 g, 8.58 mmol) and 4-(4-phenylphthalazin-1-ylamino)phenol hydrochloride (1.00 g, 2.86 mmol) in 10 mL DMSO was added 4-chloro-5-iodopyrimidine (0.687 g, 2.86 mmol). The reaction was allowed to stir at RT for 1 h. The reaction was heated to and maintained at 70° C. overnight. The reaction was cooled and diluted with water. The solid was filtered and dried in vacuo to give N-(4-(5-iodopyrimidin-4-yloxy)phenyl)-4-phenylphthalazin-1-amine as a gray solid. M... Reactants: Cl.FC1=CC=C(C(=O)NC2=NC(=CC=C2)OC2CCN(CC2)C)C=C1 (4-Fluoro-N-[6-(1-methyl-piperidin-4-yloxy)-pyridin-2-yl]-benzamide hydrogen chloride salt), ClCCCl (1,2-dichloroethane), ClC(=O)OC(C)Cl (1-chloroethyl chloroformate), ClC(=O)OC(C)Cl (1-chloroethyl chloroformate), [Cl-].[NH4+] (ammonium chloride). Product: Cl.FC1=CC=C(C(=O)NC2=NC(=CC=C2)OC2CCNCC2)C=C1 (4-Fluoro-N-[6-(piperidin-4-yloxy)-pyridin-2-yl]-benzamide hydrogen chloride salt). Reported procedure: Combine 4-fluoro-N-[6-(1-methyl-piperidin-4-yloxy)-pyridin-2-yl]-benzamide hydrochloride (example 161, 365 mg, 1.11 mmol) and 1,2-dichloroethane (10 mL) and add 1-chloroethyl chloroformate (1.20 mL, 11.1 mmol). Heat the reaction to 80° C. for 18 hr. Add additional 1-chloroethyl chloroformate (600 μL, 5.5 mmol) and continue to heat at 80° C. for 5 hr. Cool reaction to ambient temperature and add methanol. Load solution onto an SCX column and wash with methanol. Flush off product with 2 M ammonia ... Solvent: CO (methanol), CO (methanol). Isolated yield 29.0%. Run at temperature 80 celsius. As a reaction SMILES: Cl.[F:2][C:3]1[CH:25]=[CH:24][C:6]([C:7]([NH:9][C:10]2[CH:15]=[CH:14][CH:13]=[C:12]([O:16][CH:17]3[CH2:22][CH2:21][N:20](C)[CH2:19][CH2:18]3)[N:11]=2)=[O:8])=[CH:5][CH:4]=1.[Cl:26]CCCl.ClC(OC(Cl)C)=O.[Cl-].[NH4+]>CO>[ClH:26].[F:2][C:3]1[CH:4]=[CH:5][C:6]([C:7]([NH:9][C:10]2[CH:15]=[CH:14][CH:13]=[C:12]([O:16][CH:17]3[CH2:18][CH2:19][NH:20][CH2:21][CH2:22]3)[N:11]=2)=[O:8])=[CH:24][CH:25]=1 |f:0.1,4.5,7.8|. The reactants are C(=O)(O)C(C)OC1=CC(C(C2=CC=CC=C12)=O)=O (4-(1-Carboxyethoxy)-1,2-naphthoquinone), N(N)C1=NC=C(C=C1)S(N)(=O)=O (2-hydrazino-5-sulfamoylpyridine). Reagents/catalysts: Cl (hydrochloric acid). The solvent is C(C)(=O)O (acetic acid). Run at time 3 hour. Yields the product S(N)(=O)(=O)C=1C=CC(=NC1)N=NC1=C(C2=CC=CC=C2C(=C1)OC(C)C(=O)O)O (2-(5'-Sulfamoyl-2-Pyridylazo)-4-(1-Carboxyethoxy)-1-Naphthol). As a reaction SMILES: [C:1]([CH:4]([O:6][C:7]1[C:16]2[C:11](=[CH:12][CH:13]=[CH:14][CH:15]=2)[C:10](=[O:17])[C:9](=O)[CH:8]=1)[CH3:5])([OH:3])=[O:2].[NH:19]([C:21]1[CH:26]=[CH:25][C:24]([S:27](=[O:30])(=[O:29])[NH2:28])=[CH:23][N:22]=1)[NH2:20]>Cl.C(O)(=O)C>[S:27]([C:24]1[CH:25]=[CH:26][C:21]([N:19]=[N:20][C:9]2[CH:8]=[C:7]([O:6][CH:4]([C:1]([OH:3])=[O:2])[CH3:5])[C:16]3[C:11](=[CH:12][CH:13]=[CH:14][CH:15]=3)[C:10]=2[OH:17])=[N:22][CH:23]=1)(=[O:29])(=[O:30])[NH2:28]. Reported procedure: 4-(1-Carboxyethoxy)-1,2-naphthoquinone (0.26 g, 1.06×10-3 mole) and 2-hydrazino-5-sulfamoylpyridine (0.2 g, 1.06×10-3 mole) were added to acetic acid (5 ml), along with 2 to 3 drops of concentrated hydrochloric acid. After stirring for 3 hours, at room temperature, the mixture was filtered to remove traces of solid. The filtrate was poured into distilled water (30 ml) and filtered again. The precipitate was washed with water and air dried; yield 0.26 g (59 percent). Reactants: CC(=O)NC(CNC(=O)OC(C)(C)C)C(=O)OCc1ccccc1, CCOC(C)=O, Cl. The product is CC(=O)NC(CN)C(=O)OCc1ccccc1, Cl. Reaction SMILES: [CH2:1]([c:2]1[cH:3][cH:4][cH:5][cH:6][cH:7]1)[O:8][C:9]([CH:10]([CH2:11][NH:12][C:13]([O:14][C:15]([CH3:16])([CH3:17])[CH3:18])=[O:19])[NH:20][C:21]([CH3:22])=[O:23])=[O:24].[CH3:26][CH2:27][O:28][C:29](=[O:30])[CH3:31].[ClH:25]>>[CH2:1]([c:2]1[cH:3][cH:4][cH:5][cH:6][cH:7]1)[O:8][C:9]([CH:10]([CH2:11][NH2:12])[NH:20][C:21]([CH3:22])=[O:23])=[O:24].[ClH:25]. RXN SMILES: Cl.[NH2:2][OH:3].C(=O)([O-])[O-].[Na+].[Na+].[F:10][C:11]([F:19])([F:18])[S:12][C:13]([CH3:17])([CH3:16])[CH:14]=O>CO.O>[F:10][C:11]([F:19])([F:18])[S:12][C:13]([CH3:17])([CH3:16])[CH:14]=[N:2][OH:3] |f:0.1,2.3.4|. Reactants: FC(SC(C=O)(C)C)(F)F (2-trifluoromethylthio-2-methylpropionaldehyde), Cl.NO (hydroxylamine hydrochloride), C([O-])([O-])=O.[Na+].[Na+] (sodium carbonate). Run in O (water), CO (methanol), O (water). Procedure: A mixture of hydroxylamine hydrochloride (0.09 mole) in methanol (230 ml), sodium carbonate (4.8 g, 0.045 mole) in 50 ml of water and 2-trifluoromethylthio-2-methylpropionaldehyde (14.85 g, 0.086 mole) from Step 1 was stirred at room temperature overnight. The reaction mixture was poured into water, the oxime was extracted into diethyl ether, the combined ether extracts were washed with water and then dried. The drying agent was removed by filtration and the filtrate was distilled to provide 2-t... Yields the product FC(SC(C=NO)(C)C)(F)F (2-trifluoromethylthio-2-methylpropionaldehyde oxime). The reactants are CCN(C(C)C)C(C)C, [Cl-], ClCCl, Cl, O=C(O)c1ccc(F)cc1O, NCc1cccc([N+](=O)[O-])c1. Product: O=C(NCc1cccc([N+](=O)[O-])c1)c1ccc(F)cc1O. As a reaction SMILES: [CH:13]([N:14]([CH2:15][CH3:16])[CH:17]([CH3:18])[CH3:19])([CH3:20])[CH3:21].[Cl-:1].[Cl:34][CH2:35][Cl:36].[ClH:22].[F:2][c:3]1[cH:4][c:5]([OH:12])[c:6]([C:7](=[O:8])[OH:9])[cH:10][cH:11]1.[N+:23](=[O:24])([O-:25])[c:26]1[cH:27][c:28]([CH2:29][NH2:30])[cH:31][cH:32][cH:33]1>>[F:2][c:3]1[cH:4][c:5]([OH:12])[c:6]([C:7](=[O:9])[NH:30][CH2:29][c:28]2[cH:27][c:26]([N+:23](=[O:24])[O-:25])[cH:33][cH:32][cH:31]2)[cH:10][cH:11]1.